This data is from the Open Reaction Database (ORD), a public repository of structured organic reaction records. The task is: describe an organic reaction: reactants, conditions, products, and yield Starting materials: CCO, Cl, Nc1c(Cl)cc(C(O)CN(CCCCCCOCCc2ccccn2)Cc2ccccc2)cc1Cl, O=[Pd]. Yields the product Nc1c(Cl)cc(C(O)CNCCCCCCOCCc2ccccn2)cc1Cl. Reaction SMILES: [CH3:37][CH2:38][OH:39].[ClH:36].[NH2:1][c:2]1[c:3]([Cl:35])[cH:4][c:5]([CH:9]([OH:10])[CH2:11][N:12]([CH2:13][CH2:14][CH2:15][CH2:16][CH2:17][CH2:18][O:19][CH2:20][CH2:21][c:22]2[n:23][cH:24][cH:25][cH:26][cH:27]2)[CH2:28][c:29]2[cH:30][cH:31][cH:32][cH:33][cH:34]2)[cH:6][c:7]1[Cl:8].[Pd:40]=[O:41]>>[NH2:1][c:2]1[c:3]([Cl:35])[cH:4][c:5]([CH:9]([OH:10])[CH2:11][NH:12][CH2:13][CH2:14][CH2:15][CH2:16][CH2:17][CH2:18][O:19][CH2:20][CH2:21][c:22]2[n:23][cH:24][cH:25][cH:26][cH:27]2)[cH:6][c:7]1[Cl:8]. The reactants are OC1=C(C=C(C=C1)/C=C/CN1CCC(CC1)C1=CC=C(C=C1)OC1=CC=CC=C1)OC ((E)-1-[3-(4-hydroxy-3-methoxyphenyl)-2-propenyl]-4-(4-phenoxyphenyl)piperidine), FC1=CC=C(C=C1)OC(CBr)CC (2-(4-fluorophenyl)oxybutyl bromide). Product: FC1=CC=C(C=C1)OCCCCN1CCC(CC1)C1=CC=C(C=C1)OC1=CC=CC=C1 (1-[4-(4-fluorophenyl)oxybutyl]-4-(4-phenoxyphenyl)piperidine). Reaction SMILES: OC1C=CC(/[CH:8]=[CH:9]/[CH2:10][N:11]2[CH2:16][CH2:15][CH:14]([C:17]3[CH:22]=[CH:21][C:20]([O:23]C4C=CC=CC=4)=[CH:19][CH:18]=3)[CH2:13][CH2:12]2)=CC=1OC.[F:32][C:33]1[CH:38]=[CH:37][C:36]([O:39][CH:40](CC)CBr)=[CH:35][CH:34]=1>>[F:32][C:33]1[CH:34]=[CH:35][C:36]([O:39][CH2:40][CH2:8][CH2:9][CH2:10][N:11]2[CH2:16][CH2:15][CH:14]([C:17]3[CH:22]=[CH:21][C:20]([O:23][C:17]4[CH:22]=[CH:21][CH:20]=[CH:19][CH:18]=4)=[CH:19][CH:18]=3)[CH2:13][CH2:12]2)=[CH:37][CH:38]=1. Reported procedure: The same procedure was followed as in Example 11 using the compound (9) synthesized in Example 2 and 2-(4-fluorophenyl)oxybutyl bromide to produce the above.